From a dataset of the Open Reaction Database (ORD), a public repository of structured organic reaction records. describe an organic reaction: reactants, conditions, products, and yield The reactants are CC(=O)O, CNC1=Nc2ccc([N+](=O)[O-])cc2C(c2ccccc2Cl)=NC1, O=N[O-], [Na+]. Yields the product O=NCNC1=Nc2ccc([N+](=O)[O-])cc2C(c2ccccc2Cl)=NC1. RXN SMILES: [CH3:28][C:29](=[O:30])[OH:31].[Cl:5][c:6]1[c:7]([C:12]2=[N:13][CH2:14][C:15]([NH:26][CH3:27])=[N:16][c:17]3[c:18]2[cH:19][c:20]([N+:23](=[O:24])[O-:25])[cH:21][cH:22]3)[cH:8][cH:9][cH:10][cH:11]1.[N:1](=[O:2])[O-:3].[Na+:4]>>[N:1](=[O:2])[CH2:27][NH:26][C:15]1=[N:16][c:17]2[c:18]([cH:19][c:20]([N+:23](=[O:24])[O-:25])[cH:21][cH:22]2)[C:12]([c:7]2[c:6]([Cl:5])[cH:11][cH:10][cH:9][cH:8]2)=[N:13][CH2:14]1. Starting materials: BrC1=C(C(=O)OC)C=CC=C1 (methyl 2-bromobenzoate), NN (hydrazine). Run in CCO (EtOH). The product is BrC1=C(C(=O)NN)C=CC=C1 (2-Bromo-benzoic acid hydrazide). As a reaction SMILES: [Br:1][C:2]1[CH:11]=[CH:10][CH:9]=[CH:8][C:3]=1[C:4](OC)=[O:5].[NH2:12][NH2:13]>CCO>[Br:1][C:2]1[CH:11]=[CH:10][CH:9]=[CH:8][C:3]=1[C:4]([NH:12][NH2:13])=[O:5]. Procedure: A solution of methyl 2-bromobenzoate (1.0 g, 4.7 mmol) in EtOH (15 mL) was treated with hydrazine (0.18 mL, 5.6 mmol) and heated to reflux for 15 hours. The resulting solution was concentrated to a white powder (998 mg). Starting materials: C(C1=CC=CC=C1)ON1C=CC2=NC=C(C=C21)Br (1-(benzyloxy)-6-bromo-1H-pyrrolo[3,2-b]pyridine), S1C=C(C2=C1C=CC=C2)B(O)O (1-benzothiophen-3-ylboronic acid). Yields the product S1C=C(C2=C1C=CC=C2)C=2C=C1C(=NC2)C=CN1OCC1=CC=CC=C1 (6-(1-benzothiophen-3-yl)-1-(benzyloxy)-1H-pyrrolo[3,2-b]pyridine). Reaction SMILES: [CH2:1]([O:8][N:9]1[C:17]2[C:12](=[N:13][CH:14]=[C:15](Br)[CH:16]=2)[CH:11]=[CH:10]1)[C:2]1[CH:7]=[CH:6][CH:5]=[CH:4][CH:3]=1.[S:19]1[C:23]2[CH:24]=[CH:25][CH:26]=[CH:27][C:22]=2[C:21](B(O)O)=[CH:20]1>>[S:19]1[C:23]2[CH:24]=[CH:25][CH:26]=[CH:27][C:22]=2[C:21]([C:15]2[CH:16]=[C:17]3[N:9]([O:8][CH2:1][C:2]4[CH:7]=[CH:6][CH:5]=[CH:4][CH:3]=4)[CH:10]=[CH:11][C:12]3=[N:13][CH:14]=2)=[CH:20]1. Procedure: The entitled compound was prepared from 1-(benzyloxy)-6-bromo-1H-pyrrolo[3,2-b]pyridine and 1-benzothiophen-3-ylboronic acid according to the procedure described in Example 1. Starting materials: C([O-])(O)=O.[Na+] (sodium bicarbonate), B(F)(F)F.CCOCC (boron trifluoride etherate), COC(=O)C1CC(CC1C(=O)OC)=O (3,4-dimethoxycarbonylcyclopentanone), C(CO)O (ethylene glycol), B(F)(F)F.CCOCC (boron trifluoride ethyl etherate). Run in ClCCl (dichloromethane). Conditions: time 1.5 hour. Product: C1OC2C(C(C(C2)C(=O)OC)C(=O)OC)OC1 (1-Ethylenedioxy-3,4-dimethoxycarbonylcyclopentane). Yield: 89.7%. Reaction SMILES: [CH3:1][O:2][C:3]([CH:5]1[CH:9]([C:10]([O:12][CH3:13])=[O:11])[CH2:8][C:7](=[O:14])[CH2:6]1)=[O:4].[CH2:15](O)[CH2:16][OH:17].B(F)(F)F.CCOCC.C(=O)(O)[O-].[Na+]>ClCCl>[CH2:15]1[CH2:16][O:17][CH:6]2[CH:5]([C:3]([O:2][CH3:1])=[O:4])[CH:9]([C:10]([O:12][CH3:13])=[O:11])[CH2:8][CH:7]2[O:14]1 |f:2.3,4.5|. Reported procedure: In 250 ml of dichloromethane were dissolved 124 g of 3,4-dimethoxycarbonylcyclopentanone and 155 g of ethylene glycol and to the solution was added dropwise 94 g of boron trifluoride ethyl etherate at 0° - 5°C. After completion of the addition, the reaction mixture was stirred for 2 hours at 10° - 16°C and next for 1.5 hours at 16° - 23°C. After completion of the reaction, the reaction mixture was added dropwise to 1.5l of a saturated aqueous sodium bicarbonate containing pieces of ice in order ... The reactants are CC(=O)O, O=[N+]([O-])O, CCOC(=O)c1oc2cc(O)ccc2c1C. The product is CCOC(=O)c1oc2c([N+](=O)[O-])c(O)ccc2c1C. Reaction SMILES: [CH3:21][C:22](=[O:23])[OH:24].[OH:17][N+:18]([O-:19])=[O:20].[OH:1][c:2]1[cH:3][c:4]2[c:5]([c:6]([CH3:14])[c:7]([C:9](=[O:10])[O:11][CH2:12][CH3:13])[o:8]2)[cH:15][cH:16]1>>[OH:1][c:2]1[c:3]([N+:18](=[O:17])[O-:19])[c:4]2[c:5]([c:6]([CH3:14])[c:7]([C:9](=[O:10])[O:11][CH2:12][CH3:13])[o:8]2)[cH:15][cH:16]1. The reactants are CCO, CSc1ccc([N+](=O)[O-])c(N)c1, Cl[Sn]Cl. The product is CSc1ccc(N)c(N)c1. Reaction SMILES: [CH3:16][CH2:17][OH:18].[CH3:1][S:2][c:3]1[cH:4][cH:5][c:6]([N+:10]([O-:11])=[O:12])[c:7]([NH2:8])[cH:9]1.[Sn:13]([Cl:14])[Cl:15]>>[CH3:1][S:2][c:3]1[cH:4][cH:5][c:6]([NH2:10])[c:7]([NH2:8])[cH:9]1. The reactants are O=C1CCC(=O)N1Br, CC=C(c1ccc(Br)cc1)c1cccnc1, ClC(Cl)(Cl)Cl. Product: BrCC=C(c1ccc(Br)cc1)c1cccnc1. Reaction SMILES: [Br:17][N:18]1[C:19](=[O:20])[CH2:21][CH2:22][C:23]1=[O:24].[Br:1][c:2]1[cH:3][cH:4][c:5]([C:8](=[CH:9][CH3:10])[c:11]2[cH:12][n:13][cH:14][cH:15][cH:16]2)[cH:6][cH:7]1.[C:25]([Cl:26])([Cl:27])([Cl:28])[Cl:29]>>[Br:1][c:2]1[cH:3][cH:4][c:5]([C:8](=[CH:9][CH2:10][Br:17])[c:11]2[cH:12][n:13][cH:14][cH:15][cH:16]2)[cH:6][cH:7]1.